describe an organic reaction: reactants, conditions, products, and yield From a dataset of the Open Reaction Database (ORD), a public repository of structured organic reaction records. The reactants are BrCC1CCC(CC1)CBr (1,4-bis(bromomethyl)cyclohexane), BrCC1=CC=C(C=C1)CBr (1,4-bis(bromomethyl)benzene), ClC1=C(OCC2=CC=C(CBr)C=C2)C=CC(=C1)OC (4-(2-chloro-4-methoxyphenoxymethyl)benzyl bromide). Product: BrCC1CCC(CC1)COC1=C(C=C(C=C1)OC)Cl (1-Bromomethyl-4-(2-chloro-4-methoxyphenoxymethyl)cyclohexane). As a reaction SMILES: BrCC1CCC(CBr)CC1.BrCC1C=CC(CBr)=CC=1.[Cl:21][C:22]1[CH:37]=[C:36]([O:38][CH3:39])[CH:35]=[CH:34][C:23]=1[O:24][CH2:25][C:26]1[CH:33]=[CH:32][C:29]([CH2:30][Br:31])=[CH:28][CH:27]=1>>[Br:31][CH2:30][CH:29]1[CH2:28][CH2:27][CH:26]([CH2:25][O:24][C:23]2[CH:34]=[CH:35][C:36]([O:38][CH3:39])=[CH:37][C:22]=2[Cl:21])[CH2:33][CH2:32]1. Procedure: By replacing the 1,4-bis(bromomethyl)cyclohexane in the foregoing preparation by a molar equivalent amount of 1,4-bis(bromomethyl)benzene, it is contemplated that 4-(2-chloro-4-methoxyphenoxymethyl)benzyl bromide can be prepared. Reactants: Cl.N(=O)C1=C(N(N=C1)CC1=CC=NC=C1)N (4-Nitroso-2-pyridin-4-ylmethyl-2H-pyrazol-3-ylamine Hydrochloride), [H][H] (hydrogen). Reagents/catalysts: [Pd] (Pd/C). Run in C(C)O (ethanol). The product is Cl.Cl.Cl.N1=CC=C(C=C1)CN1N=CC(=C1N)N (2-Pyridin-4-ylmethyl-2H-pyrazole-3,4-diamine Trihydrochloride). RXN SMILES: [ClH:1].[N:2]([C:4]1[CH:8]=[N:7][N:6]([CH2:9][C:10]2[CH:15]=[CH:14][N:13]=[CH:12][CH:11]=2)[C:5]=1[NH2:16])=O.[H][H]>C(O)C.[Pd]>[ClH:1].[ClH:1].[ClH:1].[N:13]1[CH:14]=[CH:15][C:10]([CH2:9][N:6]2[C:5]([NH2:16])=[C:4]([NH2:2])[CH:8]=[N:7]2)=[CH:11][CH:12]=1 |f:0.1,5.6.7.8|. Procedure details: In an autoclave, 38.1 g (158 mmol) of the crude product from Step 2.2 was suspended in 800 mL of ethanol and hydrogenated at 9 bar of hydrogen pressure for 2 hours using 3.8 g of Pd/C (10%). The catalyst was then filtered off through diatomaceous earth, to the filtrate was added 200 mL of 3M ethanolic hydrochloric acid, and the solution was concentrated to incipient crystallization in a rotary evaporator at 40° C. To complete the crystallization, the mixture was cooled in an ice bath, after whic... The reactants are CC1=CC=C(C=C1)S(=O)(=O)OC[C@@H]1OC2=C(C=CC=3N=COC32)OC1 ((8R)-7,8-Dihydro[1,4]dioxino[2,3-g][1,3]benzoxazol-8-ylmethyl 4-methyl-benzenesulfonate), C1(=CC=CC=C1)N1CNC(C12CCNCC2)=O (1-phenyl-1,3,8-triazaspiro[4.5]-decan-4-one), CS(=O)C (DMSO). Conditions: temperature 77.5 celsius. The product is CC1=NC=2C(=C3OC(COC3=CC2)CN2CCC3(C(NCN3C3=CC=CC=C3)=O)CC2)O1 (8-(2-Methyl-7,8-dihydro-1,6,9-trioxa-3-aza-cyclopenta[a]naphthalen-8-ylmethyl)-1-phenyl-1,3,8triazaspiro[4.5]decan-4-one). Reaction SMILES: CC1C=CC(S(O[CH2:12][C@H:13]2[CH2:25][O:24][C:16]3[CH:17]=[CH:18][C:19]4[N:20]=[CH:21][O:22][C:23]=4[C:15]=3[O:14]2)(=O)=O)=CC=1.[C:26]1([N:32]2[C:36]3([CH2:41][CH2:40][NH:39][CH2:38][CH2:37]3)[C:35](=[O:42])[NH:34][CH2:33]2)[CH:31]=[CH:30][CH:29]=[CH:28][CH:27]=1.[CH3:43]S(C)=O>>[CH3:43][C:21]1[O:22][C:23]2=[C:15]3[C:16](=[CH:17][CH:18]=[C:19]2[N:20]=1)[O:24][CH2:25][CH:13]([CH2:12][N:39]1[CH2:38][CH2:37][C:36]2([N:32]([C:26]4[CH:27]=[CH:28][CH:29]=[CH:30][CH:31]=4)[CH2:33][NH:34][C:35]2=[O:42])[CH2:41][CH2:40]1)[O:14]3. Reported procedure: (8R)-7,8-Dihydro[1,4]dioxino[2,3-g][1,3]benzoxazol-8-ylmethyl 4-methyl-benzenesulfonate (0.79 g, 2.1 mmole) and 1-phenyl-1,3,8-triazaspiro[4.5]-decan-4-one (1.46 g, 6.3 mmole) were combined in 40 mL of DMSO under nitrogen. This solution was heated to 75-80° C. under nitrogen for 4 hours. After completion, the reaction was cooled to room temperature and partitioned between ethyl acetate and saturated aqueous sodium bicarbonate. The organic phase was washed with brine, dried over magnesium sulfate... Starting materials: CC#CCO, CS(=O)(=O)c1nsc(N2CCSCC2)n1, [H-], [Na+], C1CCOC1. Yields the product CC#CCOc1nsc(N2CCSCC2)n1. RXN SMILES: [CH2:16]([C:17]#[C:18][CH3:19])[OH:20].[CH3:1][S:2](=[O:3])(=[O:4])[c:5]1[n:6][s:7][c:8]([N:10]2[CH2:11][CH2:12][S:13][CH2:14][CH2:15]2)[n:9]1.[H-:21].[Na+:22].[O:23]1[CH2:24][CH2:25][CH2:26][CH2:27]1>>[c:5]1([O:20][CH2:16][C:17]#[C:18][CH3:19])[n:6][s:7][c:8]([N:10]2[CH2:11][CH2:12][S:13][CH2:14][CH2:15]2)[n:9]1.